Dataset: the Open Reaction Database (ORD), a public repository of structured organic reaction records. Task: describe an organic reaction: reactants, conditions, products, and yield The reactants are ClCCOC1=CC=C(C2=CC=CC=C12)NC(C1=CC(=CC(=C1)N1CCCCC1)F)=O (N-[4-(2-chloroethoxy)-naphthalen-1-yl]-3-fluoro-5-piperidin-1-yl-benzamide), OCC1CCNCC1 (4-hydroxymethylpiperidine). Product: FC=1C=C(C(=O)NC2=CC=C(C3=CC=CC=C23)OCCN2CCC(CC2)CO)C=C(C1)N1CCCCC1 (3-Fluoro-N-{4-[2-(4-hydroxymethyl-piperidin-1-yl)-ethoxy]-naphthalen-1-yl}-5-piperidin-1-yl-benzamide). RXN SMILES: Cl[CH2:2][CH2:3][O:4][C:5]1[C:14]2[C:9](=[CH:10][CH:11]=[CH:12][CH:13]=2)[C:8]([NH:15][C:16](=[O:30])[C:17]2[CH:22]=[C:21]([N:23]3[CH2:28][CH2:27][CH2:26][CH2:25][CH2:24]3)[CH:20]=[C:19]([F:29])[CH:18]=2)=[CH:7][CH:6]=1.[OH:31][CH2:32][CH:33]1[CH2:38][CH2:37][NH:36][CH2:35][CH2:34]1>>[F:29][C:19]1[CH:18]=[C:17]([CH:22]=[C:21]([N:23]2[CH2:28][CH2:27][CH2:26][CH2:25][CH2:24]2)[CH:20]=1)[C:16]([NH:15][C:8]1[C:9]2[C:14](=[CH:13][CH:12]=[CH:11][CH:10]=2)[C:5]([O:4][CH2:3][CH2:2][N:36]2[CH2:37][CH2:38][CH:33]([CH2:32][OH:31])[CH2:34][CH2:35]2)=[CH:6][CH:7]=1)=[O:30]. Procedure: Compound is prepared from N-[4-(2-chloroethoxy)-naphthalen-1-yl]-3-fluoro-5-piperidin-1-yl-benzamide and 4-hydroxymethylpiperidine according to conditions described in general procedure N. 1H NMR 300 MHz (CDCl3) 8.32 (dd, 1H, J=1.5 and 8.4 Hz), 7.88 (s, 1H), 7.83 (d, 1H, J=8.4 Hz), 7.73 (d, 1H, J=8.1Hz), 7.54 (m, 2H), 7.31 (s, 1H), 6.98 (d, 1H, J=8.4 Hz), 6.84 (d, 1H, J=7.8 Hz), 6.76 (d, 1H, J=11.7 Hz), 4.32 (t, 2H, J=5.7 Hz), 3.51 (d, 2H, J=6.3 Hz), 3.28 (m, 4H), 3.1 (m, 2H), 2.99 (t, 2H, J=5.7... The reactants are CS(C)=O, N#Cc1cnccc1Cl, O, c1nc[nH]n1. Yields the product N#Cc1cnccc1-n1cncn1. Reaction SMILES: [CH3:16][S:17]([CH3:18])=[O:19].[Cl:1][c:2]1[cH:3][cH:4][n:5][cH:6][c:7]1[C:8]#[N:9].[OH2:15].[nH:10]1[n:11][cH:12][n:13][cH:14]1>>[c:2]1(-[n:10]2[n:11][cH:12][n:13][cH:14]2)[cH:3][cH:4][n:5][cH:6][c:7]1[C:8]#[N:9]. Starting materials: N1(N=NC2=C1C=CC=C2)C(NC(=O)OCC2=CC=CC=C2)C(=O)O (2-(benzotriazol-1-yl)-N-(benzyloxycarbonyl)glycine), NC1=C(C=CC=C1)C(CCC)=O (1-(2-aminophenyl)-1-butanone), CN1CCOCC1 (N-methylmorpholine), C(C(=O)Cl)(=O)Cl (oxalyl chloride), CN(C)C=O (DMF), C(C)(=O)[O-].[NH4+] (ammonium acetate). The solvent is C1CCOC1 (THF), C1CCOC1 (THF). Reaction conditions: time 1 hour. The product is C(C1=CC=CC=C1)OC(=O)C1C(N(C2=C(C(=N1)C(C)C)C=CC=C2)N)=O (3-(benzyloxycarbonyl)-amino-2,3-dihydro-5-isopropyl-1H-1,4-benzodiazepin-2-one). Reaction SMILES: N1(C(C(O)=O)N[C:12]([O:14][CH2:15][C:16]2[CH:21]=[CH:20][CH:19]=[CH:18][CH:17]=2)=[O:13])C2C=CC=CC=2N=N1.[C:25](Cl)(=[O:29])[C:26](Cl)=O.C[N:32](C=O)C.[NH2:36][C:37]1[CH:42]=[CH:41]C=[CH:39][C:38]=1[C:43](=O)CCC.C[N:49]1[CH2:54][CH2:53]OCC1.[C:55]([O-])(=O)[CH3:56].[NH4+]>C1COCC1>[CH2:15]([O:14][C:12]([CH:26]1[N:36]=[C:37]([CH:38]([CH3:43])[CH3:39])[C:42]2[CH:41]=[CH:55][CH:56]=[CH:53][C:54]=2[N:49]([NH2:32])[C:25]1=[O:29])=[O:13])[C:16]1[CH:17]=[CH:18][CH:19]=[CH:20][CH:21]=1 |f:5.6|. Reported procedure: A slurry of 2-(benzotriazol-1-yl)-N-(benzyloxycarbonyl)glycine (1.1 equiv.; Katritzky, A. R. et al. J. Org. Chem. 1990, 55, 2206, incorporated herein by reference) in THF (0.3 M) was cooled to 0° C. and treated with oxalyl chloride (1.1 equiv.) in a dropwise manner. To the slurry was added dropwise DMF (0.1 equiv.); stirring was continued at 0° C. for 1 hour. A solution of 1-(2-aminophenyl)-1-butanone and N-methylmorpholine (2.2 equiv.) in THF (1 M in butanone), pre-cooled to 0° C., was added vi... Starting materials: CC(C(=O)NC1=NC(=CC=C1)COCC(F)(F)F)(C)C (2,2-Dimethyl-N-[6-(2,2,2-trifluoro-ethoxymethyl)-pyridin-2-yl]-propionamide), [OH-].[Na+] (NaOH). The product is FC(COCC1=CC=CC(=N1)N)(F)F (6-(2,2,2-Trifluoro-ethoxymethyl)-pyridin-2-ylamine). Reaction SMILES: CC(C)(C)C([NH:5][C:6]1[CH:11]=[CH:10][CH:9]=[C:8]([CH2:12][O:13][CH2:14][C:15]([F:18])([F:17])[F:16])[N:7]=1)=O.[OH-].[Na+]>>[F:18][C:15]([F:16])([F:17])[CH2:14][O:13][CH2:12][C:8]1[N:7]=[C:6]([NH2:5])[CH:11]=[CH:10][CH:9]=1 |f:1.2|. Procedure: This material was prepared in analogy to example 86 step B] from 2,2-Dimethyl-N-[6-(2,2,2-trifluoro-ethoxymethyl)-pyridin-2-yl]-propionamide (0.726 g) and 3M aqueous NaOH (5 mL) as a brown liquid (0.4 g). MS (EI): 206.1 (M+). Run at temperature 30 celsius, time 2.5 hour. Isolated yield 89.7%. Reactants: OCCN1CCNCC1 (1-(2-hydroxyethyl)piperazine), OCCN1CCNCC1 (1-(2-hydroxyethyl)piperazine), CC1=NC(=CC(=N1)Cl)Cl (2-methyl-4,6-dichloropyrimidine), CC1=NC(=CC(=N1)Cl)Cl (2-methyl-4,6-dichloropyrimidine), C(Cl)Cl (methylene dichloride). RXN SMILES: [OH:1][CH2:2][CH2:3][N:4]1[CH2:9][CH2:8][NH:7][CH2:6][CH2:5]1.[CH3:10][C:11]1[N:16]=[C:15](Cl)[CH:14]=[C:13]([Cl:18])[N:12]=1.C(Cl)Cl>C(N(CC)CC)C>[Cl:18][C:13]1[N:12]=[C:11]([CH3:10])[N:16]=[C:15]([N:7]2[CH2:8][CH2:9][N:4]([CH2:3][CH2:2][OH:1])[CH2:5][CH2:6]2)[CH:14]=1. Reported procedure: 1-(2-hydroxyethyl)piperazine (Compound 3) (16.6 g, 127.6 mmol)) and 2-methyl-4,6-dichloropyrimidine (Compound 2) (10.4 g, 63.8 mmol) were mixed with methylene dichloride (80 mL) in reaction flask to be stirred for 2.5 h at 30° C., and then triethylamine (1.8 mL) was added with the reaction overnight in thermal insulation. After vacuum filtration, the cake was rinsed by methylene dichloride. The filtrate was vacuum condensed to dry, and then n-hexane (40 mL) was added to grow the grains for 1 h b... Solvent: C(C)N(CC)CC (triethylamine). Product: ClC1=CC(=NC(=N1)C)N1CCN(CC1)CCO (2-(4-(6-chloro-2-methylpyrimidin-4-yl)piperazin-1-yl)ethanol). Reactants: C(C1=CC=CC=C1)OCCC1C(C(N1)=O)CC (4-(2-benzyloxyethyl)-3-ethyl-azetidin-2-one). The reagents and catalysts are [Pd] (Palladium on carbon). Run in C(C)(=O)O (acetic acid). Conditions: time 3 hour. The product is C(C)C1C(NC1CCO)=O (3-ethyl-4-(2-hydroxyethyl)-azetidin-2-one). Yield: 81.1%. Reaction SMILES: C([O:8][CH2:9][CH2:10][CH:11]1[NH:14][C:13](=[O:15])[CH:12]1[CH2:16][CH3:17])C1C=CC=CC=1>[Pd].C(O)(=O)C>[CH2:16]([CH:12]1[CH:11]([CH2:10][CH2:9][OH:8])[NH:14][C:13]1=[O:15])[CH3:17]. Reported procedure: A 1-l flask connected to a hydrogenation apparatus and placed on on air driven magnetic stirrer is charged with 4-(2-benzyloxyethyl)-3-ethyl-azetidin-2-one (19.5 g), glacial acetic acid (200 ml) trifluoroacetic acid (9.47 ml) and 10% Palladium on carbon (2.9 g). The mixture is hydrogenated at room temperature and pressure for about 3 hours, then the catalyst is removed by filtration under vacuum, washing with acetic acid. The solvent is evaporated under reduced pressure by heating to 40°-50° C. ...